This data is from the Open Reaction Database (ORD), a public repository of structured organic reaction records. The task is: describe an organic reaction: reactants, conditions, products, and yield The reactants are COc1ccc2[nH]c3c4ccc(OCc5ccccc5)cc4oc3c2c1, CCN(CC)CCOc1ccc(CCl)cc1, Cl, [H-], [Na+], CN(C)C=O. Yields the product CCN(CC)CCOc1ccc(Cn2c3ccc(OC)cc3c3oc4cc(OCc5ccccc5)ccc4c32)cc1. Reaction SMILES: [CH2:1]([c:2]1[cH:3][cH:4][cH:5][cH:6][cH:7]1)[O:8][c:9]1[cH:10][c:11]2[c:12]([c:13]3[nH:14][c:15]4[cH:16][cH:17][c:18]([O:23][CH3:24])[cH:19][c:20]4[c:21]3[o:22]2)[cH:25][cH:26]1.[Cl:30][CH2:31][c:32]1[cH:33][cH:34][c:35]([O:36][CH2:37][CH2:38][N:39]([CH2:40][CH3:41])[CH2:42][CH3:43])[cH:44][cH:45]1.[ClH:29].[H-:28].[Na+:27].[O:46]=[CH:47][N:48]([CH3:49])[CH3:50]>>[CH2:1]([c:2]1[cH:3][cH:4][cH:5][cH:6][cH:7]1)[O:8][c:9]1[cH:10][c:11]2[c:12]([c:13]3[n:14]([CH2:31][c:32]4[cH:33][cH:34][c:35]([O:36][CH2:37][CH2:38][N:39]([CH2:40][CH3:41])[CH2:42][CH3:43])[cH:44][cH:45]4)[c:15]4[cH:16][cH:17][c:18]([O:23][CH3:24])[cH:19][c:20]4[c:21]3[o:22]2)[cH:25][cH:26]1. Reactants: C(CCCCC)C1C2C=CC(C1)C2 (5-hexyl-2-norbornene), C=CCCCC (1-hexene), [I-].C(C)[Al+]CC (diethylaluminum iodide). Run in C1(=CC=CC=C1)C (toluene). Run at time 1 hour. The product is C(CCCCC)C1C2C=CC(C1)C2.C=CCCCC (5-Hexyl-2-Norbornene 1-Hexene). RXN SMILES: [CH2:1]([CH:7]1[CH2:12][CH:11]2[CH2:13][CH:8]1[CH:9]=[CH:10]2)[CH2:2][CH2:3][CH2:4][CH2:5][CH3:6].[CH2:14]=[CH:15][CH2:16][CH2:17][CH2:18][CH3:19].[I-].C([Al+]CC)C>C1(C)C=CC=CC=1>[CH2:1]([CH:7]1[CH2:12][CH:11]2[CH2:13][CH:8]1[CH:9]=[CH:10]2)[CH2:2][CH2:3][CH2:4][CH2:5][CH3:6].[CH2:14]=[CH:15][CH2:16][CH2:17][CH2:18][CH3:19] |f:2.3,5.6|. Reported procedure: 50 ml dry toluene cosolvent, 7 ml 5-hexyl-2-norbornene, 0.5 ml 1-hexene solution, and 0.6 ml diethylaluminum iodide solution were charged to a dry, nitrogen-purged 7 oz. bottle. 0.75 ml of the MoCl5 solution was charged last. After about 1 hour the reaction was shortstopped using a mixture of ethanolamine, Solution A and antioxidant solution. The polymer cement was coagulated using excess Solution A in a Waring blender. A solid weighing more than 5 grams was recovered after being filtered and va... The reactants are [OH-].[Na+] (NaOH), Cl (HCl), ClC(C#N)C (2-chloropropionitrile), ClC1=CC(=CC(=C1)[N+](=O)[O-])Cl (1,3-dichloro-5-nitrobenzene). The solvent is CS(=O)C (DMSO), CS(=O)C (DMSO). Conditions: time 1 hour. The product is ClC1=C(C(=CC(=C1)[N+](=O)[O-])Cl)C(C#N)C ((±)-2,6-dichloro-α-methyl-4-nitrobenzeneacetonitrile). The yield is 39.8%. Reaction SMILES: Cl[CH:2]([CH3:5])[C:3]#[N:4].[Cl:6][C:7]1[CH:12]=[C:11]([N+:13]([O-:15])=[O:14])[CH:10]=[C:9]([Cl:16])[CH:8]=1.[OH-].[Na+].Cl>CS(C)=O>[Cl:6][C:7]1[CH:12]=[C:11]([N+:13]([O-:15])=[O:14])[CH:10]=[C:9]([Cl:16])[C:8]=1[CH:2]([CH3:5])[C:3]#[N:4] |f:2.3|. Procedure: A mixture of 2-chloropropionitrile (0.2 mole) and 1,3-dichloro-5-nitrobenzene (0.2 mole) in DMSO (50 ml) was added dropwise at RT to a solution of NaOH (1 mole) in DMSO (150 ml) while the temperature was kept below 30° C. The mixture was stirred at RT for 1 hour, then poured out on ice and acidified with HCl. The precipitate was filtered off, washed with H2O and taken up in CH2Cl2. The organic solution was washed with H2O, dried, filtered and the solvent was evaporated. The residue was purified ... Reported procedure: The compound (67 mg) prepared in Example 97 was dissolved in toluene (5 ml), and sodium hydroxide (12 mg), potassium carbonate (28 mg), tetrabutylammonium hydrogensulfate (8 mg), and allyl bromide (0.010 ml) were added to the solution, and the mixture was stirred at 60° C. overnight. Water was added to the reaction solution, and the mixture was extracted with ethyl acetate. The extract was dried over anhydrous MgSO4, and the solvent was then removed by distillation under the reduced pressure. Th... Conditions: temperature 60 celsius, time 8 hour. Solvent: O (Water), C1(=CC=CC=C1)C (toluene). RXN SMILES: [CH2:1]([N:8]1[CH2:17][CH2:16][C:15]2[C:10](=[CH:11][C:12]([N:18]3[CH2:23][CH2:22][N:21]([CH2:24][CH2:25][CH2:26][CH2:27][C:28]4([C:41](=[O:48])[NH:42][CH2:43][C:44]([F:47])([F:46])[F:45])[C:40]5[CH:39]=[CH:38][CH:37]=[CH:36][C:35]=5[C:34]5[C:29]4=[CH:30][CH:31]=[CH:32][CH:33]=5)[CH2:20][CH2:19]3)=[CH:13][CH:14]=2)[C:9]1=[O:49])[C:2]1[CH:7]=[CH:6][CH:5]=[CH:4][CH:3]=1.[OH-].[Na+].C(=O)([O-])[O-].[K+].[K+].[CH2:58](Br)[CH:59]=[CH2:60]>C1(C)C=CC=CC=1.S([O-])(O)(=O)=O.C([N+](CCCC)(CCCC)CCCC)CCC.O>[CH2:60]([N:42]([CH2:43][C:44]([F:45])([F:46])[F:47])[C:41]([C:28]1([CH2:27][CH2:26][CH2:25][CH2:24][N:21]2[CH2:22][CH2:23][N:18]([C:12]3[CH:11]=[C:10]4[C:15]([CH2:16][CH2:17][N:8]([CH2:1][C:2]5[CH:7]=[CH:6][CH:5]=[CH:4][CH:3]=5)[C:9]4=[O:49])=[CH:14][CH:13]=3)[CH2:19][CH2:20]2)[C:40]2[CH:39]=[CH:38][CH:37]=[CH:36][C:35]=2[C:34]2[C:29]1=[CH:30][CH:31]=[CH:32][CH:33]=2)=[O:48])[CH:59]=[CH2:58] |f:1.2,3.4.5,8.9|. Yields the product C(C=C)N(C(=O)C1(C2=CC=CC=C2C=2C=CC=CC12)CCCCN1CCN(CC1)C1=CC=C2CCN(C(C2=C1)=O)CC1=CC=CC=C1)CC(F)(F)F (7-[4-[4-[9-[Allyl-(2,2,2-trifluoroethyl)carbamoyl]-9H-fluoren-9-yl]butyl]-piperazin-1-yl]-2-benzyl-3,4-dihydro-2H-isoquinolin-1-one). Reactants: [OH-].[Na+] (sodium hydroxide), C([O-])([O-])=O.[K+].[K+] (potassium carbonate), C(C=C)Br (allyl bromide), C(C1=CC=CC=C1)N1C(C2=CC(=CC=C2CC1)N1CCN(CC1)CCCCC1(C2=CC=CC=C2C=2C=CC=CC12)C(NCC(F)(F)F)=O)=O (2-Benzyl-7-[4-[4-[9-(2,2,2-trifluoroethylcarbamoyl)-9H-fluoren-9-yl]butyl]-piperazin-1-yl]-3,4-dihydro-2H-isoquinolin-1-one). The reagents and catalysts are S(=O)(=O)(O)[O-].C(CCC)[N+](CCCC)(CCCC)CCCC (tetrabutylammonium hydrogensulfate).